This data is from the Open Reaction Database (ORD), a public repository of structured organic reaction records. The task is: describe an organic reaction: reactants, conditions, products, and yield Reactants: OC1=C(C=C(C=C1)C(CCCC(=O)OC)(C)C)C (methyl 5-(4-hydroxy-3-methylphenyl)-5-methyl-hexanoate), S(O)(O)(=O)=O (sulphuric acid), CC(C)=C (isobutylene). The solvent is C1(=CC=CC=C1)C (toluene). Product: C(C)(C)(C)C=1C=C(C=C(C1O)C)C(CCCC(=O)OC)(C)C (methyl 5-(3-t-butyl-4-hydroxy-5-methylphenyl)-5-methyl-hexanoate). RXN SMILES: [OH:1][C:2]1[CH:7]=[CH:6][C:5]([C:8]([CH3:17])([CH3:16])[CH2:9][CH2:10][CH2:11][C:12]([O:14][CH3:15])=[O:13])=[CH:4][C:3]=1[CH3:18].S(=O)(=O)(O)O.[CH3:24][C:25](=[CH2:27])[CH3:26]>C1(C)C=CC=CC=1>[C:25]([C:7]1[CH:6]=[C:5]([C:8]([CH3:17])([CH3:16])[CH2:9][CH2:10][CH2:11][C:12]([O:14][CH3:15])=[O:13])[CH:4]=[C:3]([CH3:18])[C:2]=1[OH:1])([CH3:26])([CH3:24])[CH3:27]. Reported procedure: Into 35.0 parts of methyl 5-(4-hydroxy-3-methylphenyl)-5-methyl-hexanoate from Example 9, 2.0 parts of 98% sulphuric acid, and 200 parts of toluene, was passed isobutylene for 2 hours at 75° C. After washing the toluene solution with 10% sodium hydroxide solution and then water, the toluene was stripped off and the residue distilled to give methyl 5-(3-t-butyl-4-hydroxy-5-methylphenyl)-5-methyl-hexanoate b0.3 168°-72° C. with the following percentage composition by weight. Reaction conditions: temperature 0 celsius. The yield is 74.0%. The product is FC(C1=CC=C(CNC(CCC2=CC(=C(C=C2)O)OC)C)C=C1)(F)F (4-(3-(4-(trifluoromethyl)benzylamino)butyl)-2-methoxyphenol). Solvent: C1(=CC=CC=C1)C (toluene). Reported procedure: Vanillylacetone (5.00 g, 25.7 mmol) was dissolved in toluene (250 mL) and 4-trifluoromethylbenzylamine (4.73 g, 27.0 mmol) was added. The mixture was maintained under an atmosphere of nitrogen and heated at reflux with removal of water by Dean-Stark distillation for 16 hours. At this time the Dean-Stark trap was removed and the reaction mixture was cooled to 0° C. on an ice bath. A solution of sodium borohydride (5 g) in methanol (100 mL) was added portion-wise over 30 minutes with vigorous stir... The reactants are FC(C1=CC=C(CN)C=C1)(F)F (4-trifluoromethylbenzylamine), C(C1=CC(OC)=C(O)C=C1)CC(C)=O (Vanillylacetone), O (water). As a reaction SMILES: [CH2:1]([CH2:11][C:12](=O)[CH3:13])[C:2]1[CH:10]=[CH:9][C:7]([OH:8])=[C:4]([O:5][CH3:6])[CH:3]=1.[F:15][C:16]([F:26])([F:25])[C:17]1[CH:24]=[CH:23][C:20]([CH2:21][NH2:22])=[CH:19][CH:18]=1.O>C1(C)C=CC=CC=1>[F:15][C:16]([F:25])([F:26])[C:17]1[CH:24]=[CH:23][C:20]([CH2:21][NH:22][CH:12]([CH3:13])[CH2:11][CH2:1][C:2]2[CH:10]=[CH:9][C:7]([OH:8])=[C:4]([O:5][CH3:6])[CH:3]=2)=[CH:19][CH:18]=1. Procedure details: DIPEA (85.5 mg, 0.114 mL, 0.66 mmol) was added to a stirred solution of N-(2-Oxo-2-piperazin-1-yl-ethyl)-4-phenoxy-benzamide (60 mg, 0.176 mmol) in DMF (3 mL). HOBT (21.89 mg, 0.16 mmol) and EDCI.HCl (70.5 mg, 0.36 mmol) were then added at room temperature. After 2 minutes, 3-methyl-thiophene-2-carboxylic acid (20.9 mg, 0.15 mmol) was added and the resulting mixture was stirred at room temperature overnight. The reaction mixture was then diluted with cold water, and the resulting precipitate was... The solvent is O (water), CN(C)C=O (DMF). Run at time 2 minute. Starting materials: CC1=C(SC=C1)C(=O)O (3-methyl-thiophene-2-carboxylic acid), CCN(C(C)C)C(C)C (DIPEA), O=C(CNC(C1=CC=C(C=C1)OC1=CC=CC=C1)=O)N1CCNCC1 (N-(2-Oxo-2-piperazin-1-yl-ethyl)-4-phenoxy-benzamide), C=1C=CC2=C(C1)N=NN2O (HOBT), CCN=C=NCCCN(C)C.Cl (EDCI.HCl). Yields the product CC1=C(SC=C1)C(=O)N1CCN(CC1)C(CNC(C1=CC=C(C=C1)OC1=CC=CC=C1)=O)=O (N-{2-[4-(3-methyl-thiophene-2-carbonyl)-piperazin-1-yl]-2-oxo-ethyl}-4-phenoxy-benzamide). Isolated yield 74.8%. RXN SMILES: CCN(C(C)C)C(C)C.[O:10]=[C:11]([N:29]1[CH2:34][CH2:33][NH:32][CH2:31][CH2:30]1)[CH2:12][NH:13][C:14](=[O:28])[C:15]1[CH:20]=[CH:19][C:18]([O:21][C:22]2[CH:27]=[CH:26][CH:25]=[CH:24][CH:23]=2)=[CH:17][CH:16]=1.C1C=CC2N(O)N=NC=2C=1.CCN=C=NCCCN(C)C.Cl.[CH3:57][C:58]1[CH:62]=[CH:61][S:60][C:59]=1[C:63](O)=[O:64]>CN(C=O)C.O>[CH3:57][C:58]1[CH:62]=[CH:61][S:60][C:59]=1[C:63]([N:32]1[CH2:31][CH2:30][N:29]([C:11](=[O:10])[CH2:12][NH:13][C:14](=[O:28])[C:15]2[CH:16]=[CH:17][C:18]([O:21][C:22]3[CH:27]=[CH:26][CH:25]=[CH:24][CH:23]=3)=[CH:19][CH:20]=2)[CH2:34][CH2:33]1)=[O:64] |f:3.4|. Reactants: COC(=O)c1cc(Br)c2oc(N3CCOCC3)cc(=O)c2c1, C1COCCN1, CN1CCOCC1, COc1nc(Cl)nc(OC)n1, ClCCl, [K+], [OH-], O. Product: O=C(c1cc(Br)c2oc(N3CCOCC3)cc(=O)c2c1)N1CCOCC1. As a reaction SMILES: [Br:3][c:4]1[cH:5][c:6]([C:21](=[O:22])[O:23][CH3:24])[cH:7][c:8]2[c:9](=[O:20])[cH:10][c:11]([N:14]3[CH2:15][CH2:16][O:17][CH2:18][CH2:19]3)[o:12][c:13]12.[CH2:25]1[CH2:26][O:27][CH2:28][CH2:29][NH:30]1.[CH3:42][N:43]1[CH2:44][CH2:45][O:46][CH2:47][CH2:48]1.[Cl:31][c:32]1[n:33][c:34]([O:35][CH3:36])[n:37][c:38]([O:39][CH3:40])[n:41]1.[Cl:50][CH2:51][Cl:52].[K+:2].[OH-:1].[OH2:49]>>[Br:3][c:4]1[cH:5][c:6]([C:21](=[O:22])[N:30]2[CH2:25][CH2:26][O:27][CH2:28][CH2:29]2)[cH:7][c:8]2[c:9](=[O:20])[cH:10][c:11]([N:14]3[CH2:15][CH2:16][O:17][CH2:18][CH2:19]3)[o:12][c:13]12.